Dataset: the Open Reaction Database (ORD), a public repository of structured organic reaction records. Task: describe an organic reaction: reactants, conditions, products, and yield The reactants are NC1=NNC=C1 (3-aminopyrazole), O\C=C\1/C(NC2=CC=CC=C12)=O (Z-3-[(hydroxy)-methylene]-1,3-dihydro-indol-2-one), C(C)(C)(C)C1=CC(=C(O1)C)C=1C=C(NN1)N (5-(5-tert-butyl-2-methyl-furan-3-yl)-2H-pyrazol-3-ylamine). The solvent is O1CCCC1 (tetrahydrofuran). The product is C(C)(C)(C)C1=CC(=C(O1)C)C=1C=C(NN1)NC=C1C(NC2=CC=CC=C12)=O (3-{[5-(5-tert-Butyl-2-methyl-furan-3-yl)-2H-pyrazol-3-ylamino]-methylene}-1,3-dihydro-indol-2-one). RXN SMILES: NC1C=CNN=1.O/[CH:8]=[C:9]1\[C:10](=[O:18])[NH:11][C:12]2[C:17]\1=[CH:16][CH:15]=[CH:14][CH:13]=2.[C:19]([C:23]1[O:27][C:26]([CH3:28])=[C:25]([C:29]2[CH:30]=[C:31]([NH2:34])[NH:32][N:33]=2)[CH:24]=1)([CH3:22])([CH3:21])[CH3:20]>O1CCCC1>[C:19]([C:23]1[O:27][C:26]([CH3:28])=[C:25]([C:29]2[CH:30]=[C:31]([NH:34][CH:8]=[C:9]3[C:17]4[C:12](=[CH:13][CH:14]=[CH:15][CH:16]=4)[NH:11][C:10]3=[O:18])[NH:32][N:33]=2)[CH:24]=1)([CH3:22])([CH3:20])[CH3:21]. Reported procedure: The named compound is prepared by substituting 5-(5-tert-butyl-2-methyl-furan-3-yl)-1H-pyrazol-3-ylamine for 3-aminopyrazole in the reaction of Example 1. Specifically, E & Z-3-[(hydroxy)-methylene]-1,3-dihydro-indol-2-one (0.100 gms.) is reacted with 0.2987 gms. of 5-(5-tert-butyl-2-methyl-furan-3-yl)-2H-pyrazol-3-ylamine by refluxing in tetrahydrofuran (2.5 mL). Starting materials: N1=C(C=CC=C1C)C (2,6-lutidine), solution, C(C(=O)Cl)(=O)Cl (oxalyl chloride), ClC=1C=C(C=CC1S(=O)(=O)C)[C@H](C(=O)NC1=NN(C=C1)CC=1C=C(C(=O)O)C=CC1)CC1CCCC1 (3-{3-[2-(R)-(3-Chloro-4-methanesulfonyl-phenyl)-3-cyclopentyl-propionylamino]-pyrazol-1-ylmethyl}-benzoic acid). Run in C(Cl)Cl (methylene chloride), C(Cl)Cl (methylene chloride), C(Cl)Cl (methylene chloride). Conditions: temperature 25 celsius, time 10 minute. Yields the product ClC=1C=C(C=CC1S(=O)(=O)C)[C@H](C(=O)NC1=NN(C=C1)CC=1C=C(C(=O)Cl)C=CC1)CC1CCCC1 (3-{3-[2-(R)-(3-chloro-4-methanesulfonyl-phenyl)-3-cyclopentyl-propionylamino]-pyrazol-1-ylmethyl}-benzoyl chloride), solution. Reaction SMILES: [Cl:1][C:2]1[CH:3]=[C:4]([C@@H:12]([CH2:31][CH:32]2[CH2:36][CH2:35][CH2:34][CH2:33]2)[C:13]([NH:15][C:16]2[CH:20]=[CH:19][N:18]([CH2:21][C:22]3[CH:23]=[C:24]([CH:28]=[CH:29][CH:30]=3)[C:25]([OH:27])=O)[N:17]=2)=[O:14])[CH:5]=[CH:6][C:7]=1[S:8]([CH3:11])(=[O:10])=[O:9].C(Cl)(=O)C([Cl:40])=O.N1C(C)=CC=CC=1C>C(Cl)Cl>[Cl:1][C:2]1[CH:3]=[C:4]([C@@H:12]([CH2:31][CH:32]2[CH2:33][CH2:34][CH2:35][CH2:36]2)[C:13]([NH:15][C:16]2[CH:20]=[CH:19][N:18]([CH2:21][C:22]3[CH:23]=[C:24]([CH:28]=[CH:29][CH:30]=3)[C:25]([Cl:40])=[O:27])[N:17]=2)=[O:14])[CH:5]=[CH:6][C:7]=1[S:8]([CH3:11])(=[O:10])=[O:9]. Reported procedure: 3-{3-[2-(R)-(3-Chloro-4-methanesulfonyl-phenyl)-3-cyclopentyl-propionylamino]-pyrazol-1-ylmethyl}-benzoic acid (600 mg, 1.13 mmol) was suspended in methylene chloride (6 mL) and a 2.0 M solution of oxalyl chloride in methylene chloride (567 μL, 1.13 mmol) was added and the reaction stirred at 25° C. for 10 min. The solution was chilled to 0° C. and 2,6-lutidine (264 μL, 2.27 mmol) was added dropwise. The reaction continued to stir at 0° C. for 10 min to afford the crude 3-{3-[2-(R)-(3-chloro-4-m... The reactants are O (water), C(C(C)C)N1C(C=2C(C1=O)=CC(=CC2)C)=O (N-isobutyl-4-methylphthalimide). Run in [BH4-].[K+] (potassium borohydride), CO (methanol), [BH4-].[K+] (potassium borohydride). Reaction conditions: temperature 20 celsius, time 16 hour. The product is OC1N(C(C2=CC=C(C=C12)C)=O)CC(C)C (3-Hydroxy-2-isobutyl-5-methyl-2,3-dihydroisoindol-1-one), OC1N(C(C2=CC(=CC=C12)C)=O)CC(C)C (3-hydroxy-2-isobutyl-6-methyl-2,3-dihydroisoindol-1-one), mixture. Reaction SMILES: [CH2:1]([N:5]1[C:9](=[O:10])[C:8]2=[CH:11][C:12]([CH3:15])=[CH:13][CH:14]=[C:7]2[C:6]1=[O:16])[CH:2]([CH3:4])[CH3:3].O>CO.[BH4-].[K+]>[OH:10][CH:9]1[C:8]2[C:7](=[CH:14][CH:13]=[C:12]([CH3:15])[CH:11]=2)[C:6](=[O:16])[N:5]1[CH2:1][CH:2]([CH3:4])[CH3:3].[OH:16][CH:6]1[C:7]2[C:8](=[CH:11][C:12]([CH3:15])=[CH:13][CH:14]=2)[C:9](=[O:10])[N:5]1[CH2:1][CH:2]([CH3:4])[CH3:3] |f:3.4|. Reported procedure: 3-Hydroxy-2-isobutyl-5-methyl-2,3-dihydroisoindol-1-one and 3-hydroxy-2-isobutyl-6-methyl-2,3-dihydroisoindol-1-one are prepared as described in Example 1, starting with 6.7 g of N-isobutyl-4-methylphthalimide in 65 cm3 of methanol and 1.7 g of potassium borohydride. The reaction mixture is stirred at a temperature in the region of 20° C. for 16 hours, 0.3 g of potassium borohydride is then added, and the reaction mixture is stirred at a temperature in the region of 20° C. for two hours. The mix... Isolated yield 37.0%. Procedure: A mixture of 211 mg (0.05 mmol) of [4-[[3-(2-amino-2-oxoethyl)-2-ethyl-1-(phenylmethyl)-1-H-indol-5-yl]oxy]butanoic acid ethyl ester and 1 mL of hydrazine in 5 mL of ethanol was heated to maintain reflux for 5 hours. The mixture was diluted with water, extracted with ethyl acetate, the ethyl acetate washed with brine, dried (MgSO4), and concentrated at reduced pressure. The residue was stirred with MeOH and the insoluble material filtered to give 177 mg (37% yield) of 2-ethyl-5-(4-hydrazino-4-ox... Yields the product C(C)C=1N(C2=CC=C(C=C2C1CC(=O)N)OCCCC(=O)NN)CC1=CC=CC=C1 (2-ethyl-5-(4-hydrazino-4-oxobutoxy)-1-(phenylmethyl)-1H-indole-3-acetamide). Reaction SMILES: C([O:3][C:4](=O)[CH2:5][CH2:6][CH2:7][O:8][C:9]1[CH:10]=[C:11]2[C:15](=[CH:16][CH:17]=1)[N:14]([CH2:18][C:19]1[CH:24]=[CH:23][CH:22]=[CH:21][CH:20]=1)[C:13]([CH2:25][CH3:26])=[C:12]2[CH2:27][C:28]([NH2:30])=[O:29])C.[NH2:32][NH2:33]>C(O)C.O>[CH2:25]([C:13]1[N:14]([CH2:18][C:19]2[CH:20]=[CH:21][CH:22]=[CH:23][CH:24]=2)[C:15]2[C:11]([C:12]=1[CH2:27][C:28]([NH2:30])=[O:29])=[CH:10][C:9]([O:8][CH2:7][CH2:6][CH2:5][C:4]([NH:32][NH2:33])=[O:3])=[CH:17][CH:16]=2)[CH3:26]. Solvent: C(C)O (ethanol), O (water). The reactants are C(C)OC(CCCOC=1C=C2C(=C(N(C2=CC1)CC1=CC=CC=C1)CC)CC(=O)N)=O (4-[[3-(2-amino-2-oxoethyl)-2-ethyl-1-(phenylmethyl)-1-H-indol-5-yl]oxy]butanoic acid ethyl ester), NN (hydrazine). Starting materials: FC1=C(CP(OCC)(OCC)=O)C=C(C=C1)F (diethyl 2,5-difluorobenzylphosphonate), BrC1=NC=CC(=N1)CBr (2-bromo-4-(bromomethyl)pyrimidine). Product: C(C)OP(OCC)(=O)CC1=NC(=NC=C1)Br (Diethyl(2-bromopyrimidin-4-yl)methylphosphonate). Reaction SMILES: F[C:2]1[CH:16]=CC(F)=C[C:3]=1[CH2:4][P:5](=[O:12])([O:9][CH2:10][CH3:11])[O:6][CH2:7][CH3:8].[Br:18][C:19]1[N:24]=C(CBr)C=C[N:20]=1>>[CH2:7]([O:6][P:5]([CH2:4][C:3]1[CH:2]=[CH:16][N:24]=[C:19]([Br:18])[N:20]=1)(=[O:12])[O:9][CH2:10][CH3:11])[CH3:8]. Procedure details: Prepared according to the same procedure as diethyl 2,5-difluorobenzylphosphonate, starting with 2-bromo-4-(bromomethyl)pyrimidine. 1H NMR (500 MHz, DMSO-d6) δ 8.69-8.58 (m, 1H), 7.67-7.44 (m, 1H), 4.14-3.91 (m, 4H), 3.62-3.43 (m, 2H), 1.42-1.09 (m, 6H), Mass spec.: 310.1 (MH)+. Starting materials: S1C=C(C=2C1=CN=CC2)C2=CC=1C(=CN=CC1)O2 (2-thieno[2,3-c]pyridin-3-yl-furo[2,3-c]pyridin), IC1=C2C(=C(N=C1)N)OC(=C2)C2=C1C=CN=CC1=CC=C2 (4-iodo-2-(isoquinolin-5-yl)furo[2,3-c]pyridin-7-amine). The product is IC1=C2C(=C(N=C1)N)OC(=C2)C2=CSC1=CN=CC=C12 (4-iodo-2-thieno[2,3-c]pyridine-3-yl-furo[2,3-c]pyridine-7-ylamine). As a reaction SMILES: [S:1]1C2=CN=CC=C2C(C2OC3=CN=CC=C3C=2)=C1.[I:19][C:20]1[CH:25]=[N:24][C:23]([NH2:26])=[C:22]2[O:27][C:28]([C:30]3[CH:39]=CC=[C:36]4[C:31]=3[CH:32]=[CH:33][N:34]=[CH:35]4)=[CH:29][C:21]=12>>[I:19][C:20]1[CH:25]=[N:24][C:23]([NH2:26])=[C:22]2[O:27][C:28]([C:30]3[C:31]4[C:36](=[CH:35][N:34]=[CH:33][CH:32]=4)[S:1][CH:39]=3)=[CH:29][C:21]=12. Procedure details: The title compound was prepared in 77% yield from 2-thieno[2,3-c]pyridin-3-yl-furo[2,3-c]pyridin]-7-ylamine by a procedure analogous to Intermediate 10, Step B. 1H NMR (300 MHz, CDCl3+CD3OD): δ 6.83 (s, 1H), 7.82 (s, 1H), 8.11 (d, J=5.6 Hz, 1H), 8.26 (s, 1H), 8.44 (d, J=5.8 Hz, 1H), 9.02 (s, 1H). Isolated yield 77.0%. The reactants are O=C(Cl)OCc1ccccc1, NCCOCCO, [Na+], [OH-], O. Product: O=C(NCCOCCO)OCc1ccccc1. As a reaction SMILES: [Cl:10][C:11](=[O:12])[O:13][CH2:14][c:15]1[cH:16][cH:17][cH:18][cH:19][cH:20]1.[NH2:1][CH2:2][CH2:3][O:4][CH2:5][CH2:6][OH:7].[Na+:9].[OH-:8].[OH2:21]>>[NH:1]([CH2:2][CH2:3][O:4][CH2:5][CH2:6][OH:7])[C:11](=[O:12])[O:13][CH2:14][c:15]1[cH:16][cH:17][cH:18][cH:19][cH:20]1. Starting materials: CC1=CC=C(O1)C=CC(CCCCC)=O (1-(5-methyl-2-furyl)-1-octen-3-one), [BH4-].[Na+] (Sodium tetrahydroborate). Solvent: C(C)O (ethanol). Conditions: temperature 0 celsius, time 20 hour. Yields the product CC1=CC=C(O1)C=CC(CCCCC)O (1-(5-Methyl-2-furyl)-1-octen-3-ol). Reaction SMILES: [CH3:1][C:2]1[O:6][C:5]([CH:7]=[CH:8][C:9](=[O:15])[CH2:10][CH2:11][CH2:12][CH2:13][CH3:14])=[CH:4][CH:3]=1.[BH4-].[Na+]>C(O)C>[CH3:1][C:2]1[O:6][C:5]([CH:7]=[CH:8][CH:9]([OH:15])[CH2:10][CH2:11][CH2:12][CH2:13][CH3:14])=[CH:4][CH:3]=1 |f:1.2|. Reported procedure: IX (1.65 g, 0.008 mole) was dissolved in absolute ethanol (200 ml), and the solution was cooled to 0°C. Sodium tetrahydroborate (0.70 g, 0.0185 mole) was added in one portion with stirring. The turbid solution was stirred at 0°-5°C for 15 minutes and then at room temperature for 20 hours. The solution was concentrated to 1/4 of the volume by distillation from a water bath (40°C) under reduced pressure (50 mm Hg). The residual solution was cooled to 10°C, and then cold water (800 ml) and N sodium... Starting materials: Cl (HCl), N1CCC(CC1)C1=CC=C(C(=O)O)C=C1 (4-(Piperidin-4-yl)-benzoic acid), C=O (paraformaldehyde), [BH3-]C#N.[Na+] (NaCNBH3). Solvent: CO (MeOH). Conditions: time 4 day. The product is CN1CCC(CC1)C1=CC=C(C(=O)O)C=C1 (4-(1-methyl-piperdin-4-yl)-benzoic acid). Yield: 60.8%. RXN SMILES: [NH:1]1[CH2:6][CH2:5][CH:4]([C:7]2[CH:15]=[CH:14][C:10]([C:11]([OH:13])=[O:12])=[CH:9][CH:8]=2)[CH2:3][CH2:2]1.C=O.[BH3-][C:19]#N.[Na+].Cl>CO>[CH3:19][N:1]1[CH2:6][CH2:5][CH:4]([C:7]2[CH:15]=[CH:14][C:10]([C:11]([OH:13])=[O:12])=[CH:9][CH:8]=2)[CH2:3][CH2:2]1 |f:2.3|. Reported procedure: 4-piperidin-4yl-benzoic acid (110 mg, 0.54 mmol, reference example 109) was added to paraformaldehyde (180 mg, 6 mmol) in MeOH (10 mL) and NaCNBH3 (120 mg, 1.94 mmol). The reaction was stirred at room temperature for 4 days, at which time HPLC shows no remaining starting material. The solution was acidified to pH 2 with concentrated HCl, evaporated, dissolved in water (20 mL), and extracted with ether (3×20 mL). Then the solution was brought to pH 12 with KOH pellets, extracted with dichlorometh... Product: C(C)OC(CCN(S(=O)(=O)C1=CC=C(C=C1)OC1=CC=C(C=C1)F)C1(CC2CCC(C1)O2)C(=O)Cl)=O (3{(3Chlorocarbonyl-8-oxa-bicyclo[3.2.1]oct-3-yl)-[4-(4-fluoro-phenoxy)-benzene sulfonyl]-amino}-propionic acid ethyl ester). Procedure: A solution of (15.1 mmol) of the product from Step E in 73 mL of dichloromethane is treated with 1.4 mL (17 mmol, 1.1 equivalents) of oxalyl chloride and 0.02 mL (0.3 mmol, 0.02 equivalents) of dimethylformamide at ambient temperature, causing some bubbling, and is stirred overnight. The resulting solution of the title compound is used in the next step without isolation. Run at time 8 hour. RXN SMILES: [CH2:1]([O:3][C:4]([CH2:6][CH2:7][N:8]([S:20]([C:23]1[CH:28]=[CH:27][C:26]([O:29][C:30]2[CH:35]=[CH:34][C:33]([F:36])=[CH:32][CH:31]=2)=[CH:25][CH:24]=1)(=[O:22])=[O:21])[C:9]1([C:17](O)=[O:18])[CH2:15][CH:14]2[O:16][CH:11]([CH2:12][CH2:13]2)[CH2:10]1)=[O:5])[CH3:2].C(Cl)(=O)C([Cl:40])=O.CN(C)C=O>ClCCl>[CH2:1]([O:3][C:4](=[O:5])[CH2:6][CH2:7][N:8]([C:9]1([C:17]([Cl:40])=[O:18])[CH2:15][CH:14]2[O:16][CH:11]([CH2:12][CH2:13]2)[CH2:10]1)[S:20]([C:23]1[CH:28]=[CH:27][C:26]([O:29][C:30]2[CH:35]=[CH:34][C:33]([F:36])=[CH:32][CH:31]=2)=[CH:25][CH:24]=1)(=[O:22])=[O:21])[CH3:2]. The solvent is ClCCl (dichloromethane). Starting materials: C(C)OC(=O)CCN(C1(CC2CCC(C1)O2)C(=O)O)S(=O)(=O)C2=CC=C(C=C2)OC2=CC=C(C=C2)F (3-{(2-Ethoxycarbonyl-ethyl)-[4-(4-fluoro-phenoxy)-benzenesulfonyl]-amino}-8-oxa-bicyclo[3.2.1]octane-3-carboxylic acid), C(C(=O)Cl)(=O)Cl (oxalyl chloride), CN(C=O)C (dimethylformamide).